Dataset: the Open Reaction Database (ORD), a public repository of structured organic reaction records. Task: describe an organic reaction: reactants, conditions, products, and yield Reactants: C(C)OC(C(C(C(OCC)OCC)C1=CC(=C(C=C1)OC)OCC(C)(C)C)C(=O)OCC)=O (3-[3-(2,2-dimethylpropoxy)-4-methoxyphenyl]-4,4-diethoxy-2-ethoxycarbonylbutyric acid ethyl ester), C(C)OC(C(C(C(OCC)OCC)C1=CC(=C(C=C1)OC)OC)C(=O)OCC)=O (3-(3,4-dimethoxyphenyl)-4,4-diethoxy-2-ethoxycarbonylbutyric acid ethyl ester). Yields the product CC(COC=1C=C(C=CC1OC)C(CC(=O)O)C(OCC)OCC)(C)C (3-[3-(2,2-dimethylpropoxy)-4-methoxyphenyl]-4,4-diethoxybutyric acid). Yield: 68.7%. As a reaction SMILES: C([O:3][C:4](=[O:33])[CH:5](C(OCC)=O)[CH:6]([C:14]1[CH:19]=[CH:18][C:17]([O:20][CH3:21])=[C:16]([O:22][CH2:23][C:24]([CH3:27])([CH3:26])[CH3:25])[CH:15]=1)[CH:7]([O:11][CH2:12][CH3:13])[O:8][CH2:9][CH3:10])C.C(OC(=O)C(C(OCC)=O)C(C1C=CC(OC)=C(OC)C=1)C(OCC)OCC)C>>[CH3:26][C:24]([CH3:25])([CH3:27])[CH2:23][O:22][C:16]1[CH:15]=[C:14]([CH:6]([CH:7]([O:8][CH2:9][CH3:10])[O:11][CH2:12][CH3:13])[CH2:5][C:4]([OH:33])=[O:3])[CH:19]=[CH:18][C:17]=1[O:20][CH3:21]. Procedure details: Using the same procedure as in Example 1(3), 3-[3-(2,2-dimethylpropoxy)-4-methoxyphenyl]-4,4-diethoxy-2-ethoxycarbonylbutyric acid ethyl ester, instead of 3-(3,4-dimethoxyphenyl)-4,4-diethoxy-2-ethoxycarbonylbutyric acid ethyl ester, was used to obtain a light yellow solid of the above-referenced compound via 3-[3-(2,2-dimethylpropoxy)-4-methoxyphenyl]-4,4-diethoxybutyric acid (yield 68.7%). Reactants: O=C([O-])[O-], C=CCBr, CC#N, [K+], [K+], Cc1ccc(C(=O)NC2CC2)cc1N. Product: C=CCNc1cc(C(=O)NC2CC2)ccc1C. As a reaction SMILES: [C:15](=[O:16])([O-:17])[O-:18].[CH2:21]([CH:22]=[CH2:23])[Br:24].[CH3:25][C:26]#[N:27].[K+:19].[K+:20].[NH2:1][c:2]1[cH:3][c:4]([C:5](=[O:6])[NH:7][CH:8]2[CH2:9][CH2:10]2)[cH:11][cH:12][c:13]1[CH3:14]>>[NH:1]([c:2]1[cH:3][c:4]([C:5](=[O:6])[NH:7][CH:8]2[CH2:9][CH2:10]2)[cH:11][cH:12][c:13]1[CH3:14])[CH2:23][CH:22]=[CH2:21]. The reactants are COC(=O)C1(C#N)CCCC1, O=CO, O. The product is COC(=O)C1(C=O)CCCC1. As a reaction SMILES: [C:1](#[N:2])[C:3]1([C:8](=[O:9])[O:10][CH3:11])[CH2:4][CH2:5][CH2:6][CH2:7]1.[CH:13]([OH:14])=[O:15].[OH2:12]>>[CH:1]([C:3]1([C:8](=[O:9])[O:10][CH3:11])[CH2:4][CH2:5][CH2:6][CH2:7]1)=[O:12]. The reactants are ClCCl, OCC=Cc1ccc(F)cc1, O=S(Cl)Cl, c1ccncc1. Product: Fc1ccc(C=CCCl)cc1. As a reaction SMILES: [Cl:22][CH2:23][Cl:24].[F:1][c:2]1[cH:3][cH:4][c:5]([CH:8]=[CH:9][CH2:10][OH:11])[cH:6][cH:7]1.[S:18]([Cl:19])([Cl:20])=[O:21].[cH:12]1[cH:13][cH:14][n:15][cH:16][cH:17]1>>[F:1][c:2]1[cH:3][cH:4][c:5]([CH:8]=[CH:9][CH2:10][Cl:20])[cH:6][cH:7]1.